From a dataset of the Open Reaction Database (ORD), a public repository of structured organic reaction records. describe an organic reaction: reactants, conditions, products, and yield Reactants: C1=CC=CC2=CC3=CC=CC=C3C(=C12)C(=O)Cl (9-anthroyl chloride), C(C1=CC=CC=C1)N (benzylamine), O1CCCC1 (tetrahydrofuran), O1CCCC1 (tetrahydrofuran). Reaction conditions: time 8 hour. The product is C(C1=CC=CC=C1)(=O)NC(=O)C=1C2=CC=CC=C2C=C2C=CC=CC12 (N-benzoyl-9-anthramide). Reaction SMILES: [CH2:1]([NH2:8])[C:2]1[CH:7]=[CH:6][CH:5]=[CH:4][CH:3]=1.[CH:9]1[C:22]2[C:13](=[CH:14][C:15]3[C:20]([C:21]=2[C:23](Cl)=[O:24])=[CH:19][CH:18]=[CH:17][CH:16]=3)[CH:12]=[CH:11][CH:10]=1.[O:26]1CCCC1>>[C:1]([NH:8][C:23]([C:21]1[C:22]2[C:13]([CH:14]=[C:15]3[C:20]=1[CH:19]=[CH:18][CH:17]=[CH:16]3)=[CH:12][CH:11]=[CH:10][CH:9]=2)=[O:24])(=[O:26])[C:2]1[CH:7]=[CH:6][CH:5]=[CH:4][CH:3]=1. Procedure details: To a mixture of 30 ml of benzylamine and 60 ml of tetrahydrofuran is added dropwise with cooling, a solution of 9.86 g of 9-anthroyl chloride in 30 ml of tetrahydrofuran. After stirring at room temperature overnight, the mixture is concentrated, and the residue is dissolved in methylene chloride. The solution is washed with dilute acid and dilute base, dried, and concentrated to give 12.45 g of crude N-benzoyl-9-anthramide. The product is added to a slurry of 2.50 g of sodium hydride (50% in oil... The reactants are [H-].[Na+] (sodium hydride), ClC(CN1C=NC=C1)C1=CC(=C(C(=C1)OC)OC)OC (1-[2-chloro-2-(3,4,5-trimethoxyphenyl)ethyl]imidazole), SC1=CC=C(C(=O)OC)C=C1 (methyl 4-mercaptobenzoate). Run in CN(C=O)C (dimethylformamide), CN(C=O)C (dimethylformamide). Run at time 30 minute. The product is COC=1C=C(C=C(C1OC)OC)C(CN1C=NC=C1)SC1=CC=C(C(=O)OC)C=C1 (Methyl 4-[1-(3,4,5-trimethoxyphenyl)-2-(imidazol-1-yl)ethylthio]benzoate). Reaction SMILES: [H-].[Na+].[SH:3][C:4]1[CH:13]=[CH:12][C:7]([C:8]([O:10][CH3:11])=[O:9])=[CH:6][CH:5]=1.Cl[CH:15]([C:22]1[CH:27]=[C:26]([O:28][CH3:29])[C:25]([O:30][CH3:31])=[C:24]([O:32][CH3:33])[CH:23]=1)[CH2:16][N:17]1[CH:21]=[CH:20][N:19]=[CH:18]1>CN(C)C=O>[CH3:33][O:32][C:24]1[CH:23]=[C:22]([CH:15]([S:3][C:4]2[CH:5]=[CH:6][C:7]([C:8]([O:10][CH3:11])=[O:9])=[CH:12][CH:13]=2)[CH2:16][N:17]2[CH:21]=[CH:20][N:19]=[CH:18]2)[CH:27]=[C:26]([O:28][CH3:29])[C:25]=1[O:30][CH3:31] |f:0.1|. Procedure details: 48.5 mg of a 55% w/w suspension of sodium hydride in mineral oil were added, whilst ice-cooling, to a solution of 187 mg of methyl 4-mercaptobenzoate in 1.3 ml of dry dimethylformamide, and the reaction mixture was then stirred at room temperature for 30 minutes. To this solution was added 1.3 ml of dry dimethylformamide containing 330 mg of 1-[2-chloro-2-(3,4,5-trimethoxyphenyl)ethyl]imidazole, and the reaction mixture was heated at 60°-70° C. for 7.5 hours. At the end of this time, the resulti... The reactants are O (water), [H-].[Na+] (NaH), OCCN1CCCC1 (N-(2-hydroxyethyl)pyrrolidine), ClC=1N=NC(=CC1)Cl (3,6-dichloro-pyridazine). Run in C1CCOC1 (THF). Run at time 60 minute. Product: ClC=1N=NC(=CC1)OCCN1CCCC1 (3-chloro-6-(2-pyrrolidin-1-yl-ethoxy)-pyridazine). As a reaction SMILES: [H-].[Na+].[OH:3][CH2:4][CH2:5][N:6]1[CH2:10][CH2:9][CH2:8][CH2:7]1.[Cl:11][C:12]1[N:13]=[N:14][C:15](Cl)=[CH:16][CH:17]=1.O>C1COCC1>[Cl:11][C:12]1[N:13]=[N:14][C:15]([O:3][CH2:4][CH2:5][N:6]2[CH2:10][CH2:9][CH2:8][CH2:7]2)=[CH:16][CH:17]=1 |f:0.1|. Reported procedure: 175 mg (4.01 mmol, 55%) NaH are added to a solution of 0.50 mL (4.04 mmol) N-(2-hydroxyethyl)pyrrolidine in 50 mL THF at 0° C. The reaction solution is stirred for 60 min and heated to RT. 500 mg (3.26 mmol) 3,6-dichloro-pyridazine are added. The solution is stirred for 5 h at RT. 50 mL water are added and the aqueous phase is extracted with 100 mL EtOAc. The organic phase is extracted once with saturated NaCl solution and dried over Na2SO4. The solvent is eliminated i.vac. and further purificat... Conditions: temperature 50 celsius, time 7.5 hour. Yield: 46.0%. Product: ClC=1C=C(C=CC1)C1=NN(C=C1NC(=O)C=1C=NN2C1N=CC=C2)CC(C)(C)O (N-(3-(3-chlorophenyl)-1-(2-hydroxy-2-methylpropyl)-1H-pyrazol-4-yl)pyrazolo[1,5-a]pyrimidine-3-carboxamide). Procedure details: N-(3-(3-chlorophenyl)-1H-pyrazol-4-yl)pyrazolo[1,5-a]pyrimidine-carboxamide (58.9 mg, 0.174 mmol, 1 eq) was dissolved in 5 mL N,N-dimethylformamide. To this solution was added isobutylene oxide (0.5 mL, 6 mmol, 30 eq) and cesium carbonate (56.4 mg, 0.173 mmol, 1.0 eq). The reaction mixture was stirred at 50° C. for 7.5 hours. The reaction mixture was partitioned between ethyl acetate and water, and the organic portion washed with brine, dried over magnesium sulfate and concentrated. The crude pr... RXN SMILES: [Cl:1][C:2]1[CH:3]=[C:4]([C:8]2[C:12]([NH:13][C:14]([C:16]3[CH:24]=C4N=CC=CN4N=3)=[O:15])=[CH:11][NH:10][N:9]=2)[CH:5]=[CH:6][CH:7]=1.[CH3:25][C:26]1([O:29][CH2:28]1)[CH3:27].C(=O)([O-])[O-].[Cs+].[Cs+].C[N:37]([CH3:40])[CH:38]=O>>[Cl:1][C:2]1[CH:3]=[C:4]([C:8]2[C:12]([NH:13][C:14]([C:16]3[CH:24]=[N:10][N:9]4[CH:8]=[CH:4][CH:40]=[N:37][C:38]=34)=[O:15])=[CH:11][N:10]([CH2:25][C:26]([OH:29])([CH3:28])[CH3:27])[N:9]=2)[CH:5]=[CH:6][CH:7]=1 |f:2.3.4|. The reactants are CC1(C)CO1 (isobutylene oxide), C([O-])([O-])=O.[Cs+].[Cs+] (cesium carbonate), ClC=1C=C(C=CC1)C1=NNC=C1NC(=O)C1=NN2C(N=CC=C2)=C1 (N-(3-(3-chlorophenyl)-1H-pyrazol-4-yl)pyrazolo[1,5-a]pyrimidine-carboxamide), CN(C=O)C (N,N-dimethylformamide). The reactants are CCOC(=O)C(=O)OCC, Cc1ncccc1[N+](=O)[O-], CC[O-], CCOCC, CCO, [K+]. The product is CCOC(=O)C(=O)Cc1ncccc1[N+](=O)[O-]. Reaction SMILES: [C:5]([C:6]([O:8][CH2:7][CH3:9])=[O:10])(=[O:11])[O:12][CH2:13][CH3:14].[CH3:15][c:16]1[n:17][cH:18][cH:19][cH:20][c:21]1[N+:22](=[O:23])[O-:24].[CH3:1][CH2:2][O-:3].[CH3:25][CH2:26][O:27][CH2:28][CH3:29].[CH3:30][CH2:31][OH:32].[K+:4]>>[C:5]([C:6](=[O:8])[CH2:15][c:16]1[n:17][cH:18][cH:19][cH:20][c:21]1[N+:22](=[O:23])[O-:24])(=[O:11])[O:12][CH2:13][CH3:14]. The reactants are CC(C)(C)OC(=O)Nc1cc(F)c(C#N)cc1[N+](=O)[O-], CCNCC, CS(C)=O. Yields the product CCN(CC)c1cc(NC(=O)OC(C)(C)C)c([N+](=O)[O-])cc1C#N. As a reaction SMILES: [C:1]([CH3:2])([CH3:3])([CH3:4])[O:5][C:6]([NH:7][c:8]1[c:9]([N+:17](=[O:18])[O-:19])[cH:10][c:11]([C:15]#[N:16])[c:12]([F:14])[cH:13]1)=[O:20].[CH2:21]([CH3:22])[NH:23][CH2:24][CH3:25].[CH3:26][S:27]([CH3:28])=[O:29]>>[C:1]([CH3:2])([CH3:3])([CH3:4])[O:5][C:6]([NH:7][c:8]1[c:9]([N+:17](=[O:18])[O-:19])[cH:10][c:11]([C:15]#[N:16])[c:12]([N:23]([CH2:21][CH3:22])[CH2:24][CH3:25])[cH:13]1)=[O:20]. Starting materials: COCC(C)O, O=C(O)Cc1cccc(Oc2ccc(C(F)(F)F)cc2Cl)c1, Cc1ccc(S(=O)(=O)O)cc1, c1ccccc1. The product is COCC(C)OC(=O)Cc1cccc(Oc2ccc(C(F)(F)F)cc2Cl)c1. RXN SMILES: [CH3:23][O:24][CH2:25][CH:26]([CH3:27])[OH:28].[Cl:1][c:2]1[c:3]([O:4][c:5]2[cH:6][c:7]([CH2:11][C:12](=[O:13])[OH:14])[cH:8][cH:9][cH:10]2)[cH:15][cH:16][c:17]([C:19]([F:20])([F:21])[F:22])[cH:18]1.[c:29]1([CH3:30])[cH:31][cH:32][c:33]([S:34]([OH:35])(=[O:36])=[O:37])[cH:38][cH:39]1.[cH:40]1[cH:41][cH:42][cH:43][cH:44][cH:45]1>>[Cl:1][c:2]1[c:3]([O:4][c:5]2[cH:6][c:7]([CH2:11][C:12](=[O:13])[O:14][CH:26]([CH2:25][O:24][CH3:23])[CH3:27])[cH:8][cH:9][cH:10]2)[cH:15][cH:16][c:17]([C:19]([F:20])([F:21])[F:22])[cH:18]1.